Dataset: the Open Reaction Database (ORD), a public repository of structured organic reaction records. Task: describe an organic reaction: reactants, conditions, products, and yield Reactants: BrC1=CC=C(C=C1)Br (1,4-dibromobenzene), C(CCC)[Li] (n-butyl lithium), O1CCCC1 (tetrahydrofuran), C1(CCCC1)OC=1C=C(C=O)C=CC1OC (3-cyclopentoxy-4-methoxybenzaldehyde), C1CCOC1 (THF). Conditions: time 1 hour. Yields the product BrC1=CC=C(C(C2=CC(=C(C=C2)OC2CCCC2)OC)O)C=C1 (4′-Bromo-4-cyclopentyloxy-3-methoxybenzhydrol). As a reaction SMILES: Br[C:2]1[CH:7]=[CH:6][C:5]([Br:8])=[CH:4][CH:3]=1.C([Li])CCC.[CH:14]1([O:19][C:20]2[CH:21]=[C:22]([CH:25]=[CH:26][C:27]=2[O:28][CH3:29])C=O)[CH2:18][CH2:17][CH2:16][CH2:15]1.[O:30]1CCC[CH2:31]1>>[Br:8][C:5]1[CH:6]=[CH:7][C:2]([CH:31]([OH:30])[C:25]2[CH:22]=[CH:21][C:20]([O:19][CH:14]3[CH2:15][CH2:16][CH2:17][CH2:18]3)=[C:27]([O:28][CH3:29])[CH:26]=2)=[CH:3][CH:4]=1. Procedure: To a solution of 1,4-dibromobenzene (25.72 g, 109 mmol) in dry tetrahydrofuran (50 ml) at isopropanolg/dry ice bath temperature under argon was added n-butyl lithium (43.6 ml of 2.5 M solution in hexane, 109 mmol) dropwise. This was stirred for one hour during which time a slurry formed. This slurry was added via cannula to a solution of 3-cyclopentoxy-4-methoxybenzaldehyde (20.0 g, 90.8 mmol) in dry THF (140 ml) at isopropanol/dry ice bath temperature. After one hour, the reaction was allowed t... The reactants are [Cl-].[Al+3].[Cl-].[Cl-] (aluminum chloride), 5g, C=1(C(OC)=CC=CC1)OC (veratrole), [Cl-].COC(C1=CC(C(=O)O)=CC=C1)=O (isophthalic acid monomethyl ester chloride), Cl (hydrochloric acid). Solvent: ClCCl (dichloromethane), ClCCl (dichloromethane). Yields the product COC(C1=CC(=CC=C1)C(C1=CC(=C(C=C1)O)OC)=O)=O (3-(4-hydroxy-3-methoxybenzoyl)-benzoic acid methyl ester). RXN SMILES: [Cl-].[Al+3].[Cl-].[Cl-].[C:5]1([O:13]C)[C:6](=[CH:9][CH:10]=[CH:11][CH:12]=1)[O:7][CH3:8].[Cl-].[CH3:16][O:17][C:18](=[O:28])[C:19]1[CH:27]=[CH:26][CH:25]=[C:21]([C:22](O)=[O:23])[CH:20]=1.Cl>ClCCl>[CH3:16][O:17][C:18](=[O:28])[C:19]1[CH:27]=[CH:26][CH:25]=[C:21]([C:22](=[O:23])[C:10]2[CH:11]=[CH:12][C:5]([OH:13])=[C:6]([O:7][CH3:8])[CH:9]=2)[CH:20]=1 |f:0.1.2.3,5.6|. Procedure details: 14.8g of aluminum chloride and 5g of veratrole are added to a solution of 7.34g of isophthalic acid monomethyl ester chloride in 160 ml of dichloromethane under ice cooling. The reaction mixture is refluxed for 8 hours, poured on ice water, acidified with 2 n of hydrochloric acid and shaken out with dichloromethane. The organic phase is dried on sodium sulfate, concentrated by evaporation and the residue is chromatographed on silica gel with hexane/ethyl acetate=8/2. 3.5g of 3-(4-hydroxy-3-metho... Reactants: NC=1C(=CC(=C(C1)C(F)(F)F)Cl)[N+](=O)[O-] (5-amino-2-chloro-4-nitrobenzotrifluoride), [OH-].[Na+] (sodium hydroxide), Br (hydrogen bromide), N(=O)[O-].[Na+] (Sodium nitrite). Run in O (water). Conditions: time 4 hour. Yields the product BrC=1C(=CC(=C(C1)C(F)(F)F)Cl)[N+](=O)[O-] (5-bromo-2-chloro-4-nitrobenzotrifluoride). Isolated yield 56.0%. Reaction SMILES: N[C:2]1[C:3]([N+:13]([O-:15])=[O:14])=[CH:4][C:5]([Cl:12])=[C:6]([C:8]([F:11])([F:10])[F:9])[CH:7]=1.[BrH:16].N([O-])=O.[Na+].[OH-].[Na+]>O>[Br:16][C:2]1[C:3]([N+:13]([O-:15])=[O:14])=[CH:4][C:5]([Cl:12])=[C:6]([C:8]([F:11])([F:10])[F:9])[CH:7]=1 |f:2.3,4.5|. Procedure details: A mixture of 5-amino-2-chloro-4-nitrobenzotrifluoride (synthesized according to the method described in J. Org. Chem., 60, 18, 1995, 5838-5842, 24.9 g) and 48% aqueous hydrogen bromide (400 ml) was ice-cooled. Sodium nitrite (12.9 g) was dissolved in a small amount of water and added dropwise thereto. The reaction mixture was stirred for 4 hr while warming from −5° C. to 15° C., ice-cooled and alkalified with a 6N aqueous sodium hydroxide solution. The precipitated solid was collected by filtrat... Starting materials: C(C)(C)(C)OC(NC1=C(C=C(C(=C1)N(C)C)C)[N+](=O)[O-])=O ((5-dimethylamino-4-methyl-2-nitro-phenyl)-carbamic acid tert-butyl ester). Reagents/catalysts: [Pd] (Pd/C). Yields the product C(C)(C)(C)OC(NC1=C(C=C(C(=C1)N(C)C)C)N)=O ((2-Amino-5-dimethylamino-4-methyl-phenyl)-carbamic acid tert-butyl ester), solid. The yield is 58.0%. Reaction SMILES: [C:1]([O:5][C:6](=[O:21])[NH:7][C:8]1[CH:13]=[C:12]([N:14]([CH3:16])[CH3:15])[C:11]([CH3:17])=[CH:10][C:9]=1[N+:18]([O-])=O)([CH3:4])([CH3:3])[CH3:2]>[Pd]>[C:1]([O:5][C:6](=[O:21])[NH:7][C:8]1[CH:13]=[C:12]([N:14]([CH3:15])[CH3:16])[C:11]([CH3:17])=[CH:10][C:9]=1[NH2:18])([CH3:4])([CH3:2])[CH3:3]. Reported procedure: The title compound was prepared from (5-dimethylamino-4-methyl-2-nitro-phenyl)-carbamic acid tert-butyl ester (Example C19) (3.22 g, 10.9 mmol) by hydrogenation with 10% Pd/C according to the general procedure J (method a). Obtained as a gray solid (2.05 g, 58%). Starting materials: CCOC(C)=O, O=C(CCl)Nc1ccccn1, O=C(OC1CN2CCC1CC2)C(Nc1ccccc1)c1ccccc1. The product is O=C(C[N+]12CCC(CC1)C(OC(=O)C(Nc1ccccc1)c1ccccc1)C2)Nc1ccccn1, [Cl-]. As a reaction SMILES: [CH3:37][CH2:38][O:39][C:40]([CH3:41])=[O:42].[Cl:1][CH2:2][C:3](=[O:4])[NH:5][c:6]1[n:7][cH:8][cH:9][cH:10][cH:11]1.[c:12]1([CH:18]([C:19](=[O:20])[O:21][CH:22]2[CH2:23][N:24]3[CH2:25][CH2:26][CH:27]2[CH2:28][CH2:29]3)[NH:30][c:31]2[cH:32][cH:33][cH:34][cH:35][cH:36]2)[cH:13][cH:14][cH:15][cH:16][cH:17]1>>[CH2:2]([C:3](=[O:4])[NH:5][c:6]1[n:7][cH:8][cH:9][cH:10][cH:11]1)[N+:24]12[CH2:23][CH:22]([O:21][C:19]([CH:18]([c:12]3[cH:13][cH:14][cH:15][cH:16][cH:17]3)[NH:30][c:31]3[cH:32][cH:33][cH:34][cH:35][cH:36]3)=[O:20])[CH:27]([CH2:26][CH2:25]1)[CH2:28][CH2:29]2.[Cl-:1]. Reactants: N#CCc1ccc(Cl)cc1Cl, O=[N+]([O-])c1ccc(Cl)cc1, [K+], [OH-], c1ccccc1, c1ccncc1. Yields the product N#CC(c1ccc([N+](=O)[O-])cc1)c1ccc(Cl)cc1Cl. As a reaction SMILES: [Cl:13][c:14]1[c:15]([CH2:21][C:22]#[N:23])[cH:16][cH:17][c:18]([Cl:20])[cH:19]1.[Cl:3][c:4]1[cH:5][cH:6][c:7]([N+:10](=[O:11])[O-:12])[cH:8][cH:9]1.[K+:2].[OH-:1].[cH:24]1[cH:25][cH:26][cH:27][cH:28][cH:29]1.[cH:30]1[cH:31][cH:32][n:33][cH:34][cH:35]1>>[c:4]1([CH:21]([c:15]2[c:14]([Cl:13])[cH:19][c:18]([Cl:20])[cH:17][cH:16]2)[C:22]#[N:23])[cH:5][cH:6][c:7]([N+:10](=[O:11])[O-:12])[cH:8][cH:9]1.